Dataset: the Open Reaction Database (ORD), a public repository of structured organic reaction records. Task: describe an organic reaction: reactants, conditions, products, and yield As a reaction SMILES: [CH3:1][C:2]1[NH:3][C:4]2[C:9]([CH:10]=1)=[C:8]([C:11]([F:14])([F:13])[F:12])[C:7]([C:15]#[N:16])=[CH:6][CH:5]=2.Cl[CH2:18][C:19]1[N:23]=[C:22]([C:24]2[CH:29]=[C:28]([C:30]([F:33])([F:32])[F:31])[CH:27]=[CH:26][C:25]=2[F:34])[O:21][N:20]=1>>[F:34][C:25]1[CH:26]=[CH:27][C:28]([C:30]([F:31])([F:32])[F:33])=[CH:29][C:24]=1[C:22]1[O:21][N:20]=[C:19]([CH2:18][N:3]2[C:4]3[C:9](=[C:8]([C:11]([F:12])([F:14])[F:13])[C:7]([C:15]#[N:16])=[CH:6][CH:5]=3)[CH:10]=[C:2]2[CH3:1])[N:23]=1. Reactants: CC=1NC2=CC=C(C(=C2C1)C(F)(F)F)C#N (2-methyl-4-(trifluoromethyl)-1H-indole-5-carbonitrile), ClCC1=NOC(=N1)C1=C(C=CC(=C1)C(F)(F)F)F (3-(chloromethyl)-5-[2-fluoro-5-(trifluoromethyl)phenyl]-1,2,4-oxadiazole). Reported procedure: Synthesized as described in Example 4 using 2-methyl-4-(trifluoromethyl)-1H-indole-5-carbonitrile (Example 120) and 3-(chloromethyl)-5-[2-fluoro-5-(trifluoromethyl)phenyl]-1,2,4-oxadiazole: 1H NMR (400 MHz, CDCl3) δ 8.33 (m, 1H), 7.85 (m, 1H), 7.69 (d, J=8.6 Hz, 1H), 7.56 (d, J=8.6 Hz, 1H), 7.39 (d, J=9.3 Hz, 1H), 6.65 (s, 1H), 5.50 (s, 2H), 2.68 (s, 3H); MS (ES) m/z 469 (M+1). Yields the product FC1=C(C=C(C=C1)C(F)(F)F)C1=NC(=NO1)CN1C(=CC2=C(C(=CC=C12)C#N)C(F)(F)F)C (1-({5-[2-Fluoro-5-(trifluoromethyl)phenyl]-1,2,4-oxadiazol-3-yl}methyl)-2-methyl-4-(trifluoromethyl)-1H-indole-5-carbonitrile).